This data is from the Open Reaction Database (ORD), a public repository of structured organic reaction records. The task is: describe an organic reaction: reactants, conditions, products, and yield Starting materials: C(CCCCCCC)C1C2C=CC(C1)C2 (5-octyl-2-norbornene), C=CCCCC (1-hexene), [I-].C(C)[Al+]CC (diethylaluminum iodide). The solvent is C1(=CC=CC=C1)C (toluene). Run at time 1 hour. Yields the product C(CCCCCCC)C1C2C=CC(C1)C2.C=CCCCC (5-Octyl-2-Norbornene 1-Hexene). As a reaction SMILES: [CH2:1]([CH:9]1[CH2:14][CH:13]2[CH2:15][CH:10]1[CH:11]=[CH:12]2)[CH2:2][CH2:3][CH2:4][CH2:5][CH2:6][CH2:7][CH3:8].[CH2:16]=[CH:17][CH2:18][CH2:19][CH2:20][CH3:21].[I-].C([Al+]CC)C>C1(C)C=CC=CC=1>[CH2:1]([CH:9]1[CH2:14][CH:13]2[CH2:15][CH:10]1[CH:11]=[CH:12]2)[CH2:2][CH2:3][CH2:4][CH2:5][CH2:6][CH2:7][CH3:8].[CH2:16]=[CH:17][CH2:18][CH2:19][CH2:20][CH3:21] |f:2.3,5.6|. Procedure details: 50 ml dry toluene cosolvent, 7 ml 5-octyl-2-norbornene (containing about 15 wt.% dicyclopentadiene trimer impurity), 8 ml 1-hexene solution, and 0.6 ml diethylaluminum iodide solution were charged to a dry nitrogen-purged 7 oz. bottle. 0.75 ml of the MoCl5 solution was charged last. After about 1 hour the reaction was shortstopped using a mixture of ethanolamine, Solution A and 2 ml of an antioxidant solution (0.1 g/ml of 2,2'-methylenebis[4-methyl-6-t-butylphenol] in toluene). The polymer cemen... Reactants: CCO, CC1(c2nc(Cn3ccc([N+](=O)[O-])n3)cs2)OCCO1, [Cl-], [Fe], N#N, [NH4+], O. Yields the product CC1(c2nc(Cn3ccc(N)n3)cs2)OCCO1. Reaction SMILES: [CH3:25][CH2:26][OH:27].[CH3:3][C:4]1([c:9]2[s:10][cH:11][c:12]([CH2:14][n:15]3[n:16][c:17]([N+:20]([O-:21])=[O:22])[cH:18][cH:19]3)[n:13]2)[O:5][CH2:6][CH2:7][O:8]1.[Cl-:23].[Fe:29].[N:1]#[N:2].[NH4+:24].[OH2:28]>>[CH3:3][C:4]1([c:9]2[s:10][cH:11][c:12]([CH2:14][n:15]3[n:16][c:17]([NH2:20])[cH:18][cH:19]3)[n:13]2)[O:5][CH2:6][CH2:7][O:8]1. Reactants: C(CC)(=O)Cl (propionyl chloride), NCC1CCN(CC1)CCOC1=CC=CC=C1 (4-aminomethyl-1-(2-phenoxyethyl)piperidine), C(CC)(=O)Cl (propionyl chloride), C(CC)(=O)Cl (propionyl chloride). Solvent: ClCCl (dichloromethane), ClCCl (dichloromethane), C(C)N(CC)CC (triethylamine). Yields the product O(C1=CC=CC=C1)CCN1CCC(CC1)CNC(CC)=O (N-[1-(2-phenoxyethyl)piperid-4-ylmethyl]propionamide). Reaction SMILES: [C:1](Cl)(=[O:4])[CH2:2][CH3:3].[NH2:6][CH2:7][CH:8]1[CH2:13][CH2:12][N:11]([CH2:14][CH2:15][O:16][C:17]2[CH:22]=[CH:21][CH:20]=[CH:19][CH:18]=2)[CH2:10][CH2:9]1>ClCCl.C(N(CC)CC)C>[O:16]([CH2:15][CH2:14][N:11]1[CH2:12][CH2:13][CH:8]([CH2:7][NH:6][C:1](=[O:4])[CH2:2][CH3:3])[CH2:9][CH2:10]1)[C:17]1[CH:18]=[CH:19][CH:20]=[CH:21][CH:22]=1. Reported procedure: A solution of propionyl chloride (2.37 g) in dichloromethane (10 ml) was added dropwise to a solution of 4-aminomethyl-1-(2-phenoxyethyl)piperidine (6.0 g) in dichloromethane (50 ml) and triethylamine (3.9 ml) at 0° C. The solution was allowed to warm up to ambient temperature with stirring and then stirred at this temperature for a further 2 hours. More propionyl chloride (0.3 ml) was added at ambient temperature and the solution stirred for a further half-hour. Further propionyl chloride (0.3 ... As a reaction SMILES: [CH2:40]1[O:41][CH2:42][CH2:43][CH2:44]1.[ClH:45].[O:1]1[CH:2]([c:7]2[cH:8][c:9]([F:39])[c:10](-[c:13]3[s:14][c:15]4[n:16][c:17]([C:22]5([c:25]6[cH:26][cH:27][c:28]([O:31][CH2:32][c:33]7[cH:34][cH:35][cH:36][cH:37][cH:38]7)[cH:29][cH:30]6)[CH2:23][CH2:24]5)[cH:18][cH:19][c:20]4[n:21]3)[cH:11][cH:12]2)[O:6][CH2:5][CH2:4][CH2:3]1>>[O:1]=[CH:2][c:7]1[cH:8][c:9]([F:39])[c:10](-[c:13]2[s:14][c:15]3[n:16][c:17]([C:22]4([c:25]5[cH:26][cH:27][c:28]([O:31][CH2:32][c:33]6[cH:34][cH:35][cH:36][cH:37][cH:38]6)[cH:29][cH:30]5)[CH2:23][CH2:24]4)[cH:18][cH:19][c:20]3[n:21]2)[cH:11][cH:12]1. The product is O=Cc1ccc(-c2nc3ccc(C4(c5ccc(OCc6ccccc6)cc5)CC4)nc3s2)c(F)c1. Reactants: C1CCOC1, Cl, Fc1cc(C2OCCCO2)ccc1-c1nc2ccc(C3(c4ccc(OCc5ccccc5)cc4)CC3)nc2s1.